From a dataset of the Open Reaction Database (ORD), a public repository of structured organic reaction records. describe an organic reaction: reactants, conditions, products, and yield Starting materials: O (water), IC (Iodomethane), C([O-])([O-])=O.[Cs+].[Cs+] (cesium carbonate), FC1=CC(=C(C(=C1)OCC1=CC=CC=C1)O)CO (4-fluoro-2-(hydroxymethyl)-6-[(phenylmethyl)oxy]phenol). Run in CN(C)C=O (DMF). Run at time 1 hour. Product: FC=1C=C(C(=C(C1)CO)OC)OCC1=CC=CC=C1 ({5-fluoro-2-(methyloxy)-3-[(phenylmethyl)oxy]phenyl}methanol). Isolated yield 79.1%. RXN SMILES: IC.[C:3](=O)([O-])[O-].[Cs+].[Cs+].[F:9][C:10]1[CH:15]=[C:14]([O:16][CH2:17][C:18]2[CH:23]=[CH:22][CH:21]=[CH:20][CH:19]=2)[C:13]([OH:24])=[C:12]([CH2:25][OH:26])[CH:11]=1.O>CN(C=O)C>[F:9][C:10]1[CH:15]=[C:14]([O:16][CH2:17][C:18]2[CH:23]=[CH:22][CH:21]=[CH:20][CH:19]=2)[C:13]([O:24][CH3:3])=[C:12]([CH2:25][OH:26])[CH:11]=1 |f:1.2.3|. Procedure details: Iodomethane (24 mL, 382 mmol) and cesium carbonate (25 g, 76.4 mmol) were added to a solution of 4-fluoro-2-(hydroxymethyl)-6-[(phenylmethyl)oxy]phenol (9.5 g, 38.2 mmol) in DMF (125 mL). The mixture was stirred for 1 h at rt, and then water was added. The resulting aqueous mixture was extracted twice with ethyl acetate. The organic extracts were combined, dried over magnesium sulfate, filtered, and concentrated in vacuo. The residue was purified by flash chromatography (70% hexanes, 30% ethyl a... The reactants are COC(CC1=CC=CC=CC2=C1NC=C2)=O (1H-cycloocta[b]pyrrole-9-acetic acid methyl ester), Cl (HCl), COC(CC1=CC=CC=CC2=C1NC=C2)=O (1H-cycloocta[b]pyrrole-9-acetic acid methyl ester), COC(CC1=CC=CC=CC2=C1NC=C2)=O (1H-cycloocta[b]pyrrole-9-acetic acid methyl ester), 9aβ. Run in [OH-].[Na+] (NaOH). Yields the product N1C2=C(C=C1)C=CC=CC=C2CC(=O)O (1H-cycloocta[b]pyrrole-9-acetic acid). RXN SMILES: C[O:2][C:3](=[O:16])[CH2:4][C:5]1[C:12]2[NH:13][CH:14]=[CH:15][C:11]=2[CH:10]=[CH:9][CH:8]=[CH:7][CH:6]=1.Cl>[OH-].[Na+]>[NH:13]1[CH:14]=[CH:15][C:11]2[CH:10]=[CH:9][CH:8]=[CH:7][CH:6]=[C:5]([CH2:4][C:3]([OH:16])=[O:2])[C:12]1=2 |f:2.3|. Reported procedure: A suspension of ±1H-cycloocta[b]pyrrole-9-acetic acid methyl ester, decahydro-2-oxo-, (3aα, 9β, 9aα)-; ±1H-cycloocta[b]pyrrole-9-acetic acid methyl ester, decahydro-2-oxo, (3aα, 9α, 9aα)-; 1H-cycloocta[b]pyrrole-9-acetic acid methyl ester, decahydro-2-oxo, (3 aα, 9β, 9aβ) - (3.0 g, 0.013 mol) in 2N NaOH (6.5 ml) is stirred until hydrolysis is complete. The basic solution is treated with 2N HCl (6.5 ml). The solution is cooled and the product is separated by filtration. After drying in vacuo ±1H-... The reactants are COC(=O)C1(C(C1)C=C)NC(=O)C1N(CC(C1)OS(=O)(=O)C1=CC=C(C=C1)Br)C(C(C(C)(C)C)NC(=O)OC(C)(C)C)=O (1-{[4-(4-bromo-benzenesulfonyloxy)-1-(2-tert-butoxycarbonylamino-3,3-dimethyl-butyryl)-pyrrolidine-2-carbonyl]-amino}-2-vinyl-cyclopropanecarboxylic acid methyl ester), C([O-])(O)=O.[Na+] (sodium bicarbonate), ClC=1C(=CC=C2C(=CC(=NC12)C=1N=C(OC1)NC(C)C)O)OCCN1CCOCC1 (8-chloro-2-(2-isopropylaminooxazol-4-yl)-7-(2-morpholin-4-yl-ethoxy)-quinolin-4-ol), C([O-])([O-])=O.[Cs+].[Cs+] (cesium carbonate), COC(=O)C1(C(C1)C=C)NC(=O)C1N(CC(C1)OS(=O)(=O)C1=CC=C(C=C1)Br)C(C(C(C)(C)C)NC(=O)OC(C)(C)C)=O (1-{[4-(4-bromobenzenesulfonyloxy)-1-(2-tert-butoxycarbonylamino-3,3-dimethylbutyryl)-pyrrolidine-2-carbonyl]-amino}-2-vinyl-cyclopropanecarboxylic acid methyl ester). Solvent: CCOC(=O)C (EtOAc), [Cl-].[Li+] (lithium chloride), CO (MeOH), CN1CCCC1=O (NMP). Run at temperature 65 celsius. The product is COC(=O)C1(C(C1)C=C)NC(=O)C1N(CC(C1)OC1=CC(=NC2=C(C(=CC=C12)OCCN1CCOCC1)Cl)C=1N=C(OC1)NC(C)C)CC(C(C)(C)C)NC(=O)OC(C)(C)C (1-({1-(2-tert-butoxycarbonylamino-3,3-dimethylbutyl)-4-[8-chloro-2-(2-isopropylaminooxazol-4-yl)-7-(2-morpholin-4-yl-ethoxy)quinolin-4-yloxy]-pyrrolidine-2-carbonyl}-amino)-2-vinyl-cyclopropanecarboxylic acid methyl ester). The yield is 136.5%. RXN SMILES: [Cl:1][C:2]1[C:3]([O:22][CH2:23][CH2:24][N:25]2[CH2:30][CH2:29][O:28][CH2:27][CH2:26]2)=[CH:4][CH:5]=[C:6]2[C:11]=1[N:10]=[C:9]([C:12]1[N:13]=[C:14]([NH:17][CH:18]([CH3:20])[CH3:19])[O:15][CH:16]=1)[CH:8]=[C:7]2[OH:21].C(=O)([O-])[O-].[Cs+].[Cs+].[CH3:37][O:38][C:39]([C:41]1([NH:46][C:47]([CH:49]2[CH2:53][CH:52](OS(C3C=CC(Br)=CC=3)(=O)=O)[CH2:51][N:50]2[C:65](=O)[CH:66]([NH:71][C:72]([O:74][C:75]([CH3:78])([CH3:77])[CH3:76])=[O:73])[C:67]([CH3:70])([CH3:69])[CH3:68])=[O:48])[CH2:43][CH:42]1[CH:44]=[CH2:45])=[O:40].C(=O)(O)[O-].[Na+]>CN1C(=O)CCC1.CCOC(C)=O.[Cl-].[Li+].CO>[CH3:37][O:38][C:39]([C:41]1([NH:46][C:47]([CH:49]2[CH2:53][CH:52]([O:21][C:7]3[C:6]4[C:11](=[C:2]([Cl:1])[C:3]([O:22][CH2:23][CH2:24][N:25]5[CH2:26][CH2:27][O:28][CH2:29][CH2:30]5)=[CH:4][CH:5]=4)[N:10]=[C:9]([C:12]4[N:13]=[C:14]([NH:17][CH:18]([CH3:19])[CH3:20])[O:15][CH:16]=4)[CH:8]=3)[CH2:51][N:50]2[CH2:65][CH:66]([NH:71][C:72]([O:74][C:75]([CH3:78])([CH3:77])[CH3:76])=[O:73])[C:67]([CH3:69])([CH3:70])[CH3:68])=[O:48])[CH2:43][CH:42]1[CH:44]=[CH2:45])=[O:40] |f:1.2.3,5.6,9.10|. Procedure details: To a solution of 8-chloro-2-(2-isopropylaminooxazol-4-yl)-7-(2-morpholin-4-yl-ethoxy)-quinolin-4-ol (341 mg, 0.63 mmol) and cesium carbonate (1.23 g, 3.78 mmol) in NMP was added 1-{[4-(4-bromobenzenesulfonyloxy)-1-(2-tert-butoxycarbonylamino-3,3-dimethylbutyryl)-pyrrolidine-2-carbonyl]-amino}-2-vinyl-cyclopropanecarboxylic acid methyl ester (432 mg, 0.63 mmol) and the reaction was heated to 65° C. After 2 h an additional 0.5 eq of 1-{[4-(4-bromo-benzenesulfonyloxy)-1-(2-tert-butoxycarbonylamino-...